Dataset: the Open Reaction Database (ORD), a public repository of structured organic reaction records. Task: describe an organic reaction: reactants, conditions, products, and yield The reactants are COC1=CC=C(O)C=C1 (hydroquinone monomethyl ether), ClC1=NC=C(C=C1)C(F)(F)F (2-chloro-5-trifluoromethylpyridine), [OH-].[K+] (potassium hydroxide), ice water. Solvent: CS(=O)C (dimethyl sulfoxide). The product is OC1=CC=C(OC2=NC=C(C=C2)C(F)(F)F)C=C1 (2-(4-hydroxyphenoxy)-5-trifluoromethylpyridine). Isolated yield 29.9%. As a reaction SMILES: [CH3:1][O:2][C:3]1[CH:9]=[CH:8][C:6]([OH:7])=[CH:5][CH:4]=1.ClC1[CH:16]=[CH:15][C:14]([C:17]([F:20])([F:19])[F:18])=[CH:13][N:12]=1.[OH-].[K+]>CS(C)=O>[OH:7][C:6]1[CH:8]=[CH:9][C:3]([O:2][C:1]2[CH:16]=[CH:15][C:14]([C:17]([F:20])([F:19])[F:18])=[CH:13][N:12]=2)=[CH:4][CH:5]=1 |f:2.3|. Reported procedure: 40 ml of dimethyl sulfoxide, 5.0 g of hydroquinone monomethyl ether, 5.0 g of 2-chloro-5-trifluoromethylpyridine and 2.3 g of potassium hydroxide were reacted at 150° C. for 3 hours with stirring. After cooling, the reaction product was added to a suitable amount of ice-water, and extracted with methylene chloride. The extract was washed with water and dried over anhydrous sodium sulfate, followed by distilling off the methylene chloride. The residue containing 2-(4-methoxyphenoxy)-5-trifluorome... Reactants: COC=1C=C(C(=N)N)C=C(C1)OC (3,5-dimethoxy-benzamidine), ClC1=C(C=C(C#N)C#N)C=CC(=C1)Cl (2-(2,4-dichloro-benzylidene)-malononitrile). Yields the product NCC=1C(=NC(=NC1C1=C(C=C(C=C1)Cl)Cl)C1=CC(=CC(=C1)OC)OC)N (5-Aminomethyl-6-(2,4-dichloro-phenyl)-2-(3,5-dimethoxy-phenyl)-pyrimidin-4-ylamine). RXN SMILES: [CH3:1][O:2][C:3]1[CH:4]=[C:5]([CH:9]=[C:10]([O:12][CH3:13])[CH:11]=1)[C:6]([NH2:8])=[NH:7].[Cl:14][C:15]1[CH:26]=[C:25]([Cl:27])[CH:24]=[CH:23][C:16]=1[CH:17]=[C:18]([C:21]#[N:22])[C:19]#[N:20]>>[NH2:22][CH2:21][C:18]1[C:19]([NH2:20])=[N:7][C:6]([C:5]2[CH:9]=[C:10]([O:12][CH3:13])[CH:11]=[C:3]([O:2][CH3:1])[CH:4]=2)=[N:8][C:17]=1[C:16]1[CH:23]=[CH:24][C:25]([Cl:27])=[CH:26][C:15]=1[Cl:14]. Reported procedure: The title compound, MS: m/e=405.4 (M+H+), was prepared from 3,5-dimethoxy-benzamidine and 2-(2,4-dichloro-benzylidene)-malononitrile in analogy to the process described in Example 11 as a solid.